Task: describe an organic reaction: reactants, conditions, products, and yield. Dataset: the Open Reaction Database (ORD), a public repository of structured organic reaction records Isolated yield 58.2%. Reaction conditions: time 8 hour. Yields the product COC(=O)N[C@@H](C(C1=CC=CC=C1)C1=CC=CC=C1)C(=O)NCCC(C[C@H](N(C(C)C)S(=O)(=O)C1=CC=C(C=C1)[N+](=O)[O-])C(=O)OCC)F (ethyl N6-[N-(methoxycarbonyl)-β-phenyl-L-phenylalanyl]-4-fluoro-N2-[(4-nitrophenyl)sulfonyl]-N2-propan-2-yl-L-lysinate). The solvent is C1CCOC1 (THF). Procedure details: To a solution of the material from Step 5 (50 mg, 0.076 mmol), 2-propanol (0.023 mL, 0.304 mmol) and Ph3P (80 mg, 0.304 mmol) in THF (1 mL) at 0° C. was slowly added diisopropyl azodicarboxylate (0.059 mL, 0.304 mmol). The reaction mixture was stirred at room temperature overnight. The reaction mixture was concentrated to dryness and the residue was purified by column chromatography on silica gel using ethyl acetate-hexanes (0:100 to 90:10) to afford 31 mg of the title compound as a colorless fo... Reaction SMILES: [CH3:1][O:2][C:3]([NH:5][C@H:6]([C:20]([NH:22][CH2:23][CH2:24][CH:25]([F:46])[CH2:26][C@@H:27]([C:41]([O:43][CH2:44][CH3:45])=[O:42])[NH:28][S:29]([C:32]1[CH:37]=[CH:36][C:35]([N+:38]([O-:40])=[O:39])=[CH:34][CH:33]=1)(=[O:31])=[O:30])=[O:21])[CH:7]([C:14]1[CH:19]=[CH:18][CH:17]=[CH:16][CH:15]=1)[C:8]1[CH:13]=[CH:12][CH:11]=[CH:10][CH:9]=1)=[O:4].[CH3:47][CH:48](O)[CH3:49].C1C=CC(P(C2C=CC=CC=2)C2C=CC=CC=2)=CC=1.N(C(OC(C)C)=O)=NC(OC(C)C)=O>C1COCC1>[CH3:1][O:2][C:3]([NH:5][C@H:6]([C:20]([NH:22][CH2:23][CH2:24][CH:25]([F:46])[CH2:26][C@@H:27]([C:41]([O:43][CH2:44][CH3:45])=[O:42])[N:28]([S:29]([C:32]1[CH:37]=[CH:36][C:35]([N+:38]([O-:40])=[O:39])=[CH:34][CH:33]=1)(=[O:31])=[O:30])[CH:48]([CH3:49])[CH3:47])=[O:21])[CH:7]([C:14]1[CH:15]=[CH:16][CH:17]=[CH:18][CH:19]=1)[C:8]1[CH:9]=[CH:10][CH:11]=[CH:12][CH:13]=1)=[O:4]. The reactants are COC(=O)N[C@@H](C(C1=CC=CC=C1)C1=CC=CC=C1)C(=O)NCCC(C[C@H](NS(=O)(=O)C1=CC=C(C=C1)[N+](=O)[O-])C(=O)OCC)F (ethyl N6-[N-(methoxycarbonyl)-β-phenyl-L-phenylalanyl]-4-fluoro-N2-[(4-nitrophenyl)sulfonyl]-L-lysinate), N(=NC(=O)OC(C)C)C(=O)OC(C)C (diisopropyl azodicarboxylate), CC(C)O (2-propanol), C1=CC=C(C=C1)P(C2=CC=CC=C2)C3=CC=CC=C3 (Ph3P). Starting materials: C1(CCCC1)OC1=C(C=C(C=C1)[N+](=O)[O-])C=1C2=C(C(N(C1)C)=O)NC=C2 (4-(2-(cyclopentyloxy)-5-nitrophenyl)-6-methyl-1H-pyrrolo[2,3-c]pyridin-7(6H)-one), CN1C(C2=C(C(=C1)C1=C(C=CC(=C1)[N+](=O)[O-])OC1=CC=CC=C1)C=CN2)=O (6-methyl-4-(5-nitro-2-phenoxyphenyl)-1,6-dihydro-7H-pyrrolo[2,3-c]pyridin-7-one). Yields the product NC=1C=CC(=C(C1)C=1C2=C(C(N(C1)C)=O)NC=C2)OC2CCCC2 (4-(5-amino-2-(cyclopentyloxy)phenyl)-6-methyl-1H-pyrrolo[2,3-c]pyridin-7(6H)-one). As a reaction SMILES: [CH:1]1([O:6][C:7]2[CH:12]=[CH:11][C:10]([N+:13]([O-])=O)=[CH:9][C:8]=2[C:16]2[C:17]3[CH:26]=[CH:25][NH:24][C:18]=3[C:19](=[O:23])[N:20]([CH3:22])[CH:21]=2)[CH2:5][CH2:4][CH2:3][CH2:2]1.CN1C=C(C2C=C([N+]([O-])=O)C=CC=2OC2C=CC=CC=2)C2C=CNC=2C1=O>>[NH2:13][C:10]1[CH:11]=[CH:12][C:7]([O:6][CH:1]2[CH2:2][CH2:3][CH2:4][CH2:5]2)=[C:8]([C:16]2[C:17]3[CH:26]=[CH:25][NH:24][C:18]=3[C:19](=[O:23])[N:20]([CH3:22])[CH:21]=2)[CH:9]=1. Procedure: Example 58b was prepared according to the procedure used for the preparation of Example 3, substituting the product of Example 58a for the product of Example 2b, to provide the title compound. Starting materials: COS(=O)(=O)[O-].C[N+]=1SC(=C(C1Cl)Cl)Cl (2-Methyl-3,4,5-trichloroisothiazolium methylsulfate). The solvent is C(C)O (ethanol). Conditions: time 8 hour. Product: ClC=1C(N(SC1Cl)C)=S (4,5-dichloro-2-methyl-4-isothiazolin-3-thione). Yield: 77.9%. RXN SMILES: CO[S:3]([O-])(=O)=O.[CH3:7][N+:8]1[S:9][C:10]([Cl:15])=[C:11]([Cl:14])[C:12]=1Cl>C(O)C>[Cl:14][C:11]1[C:12](=[S:3])[N:8]([CH3:7])[S:9][C:10]=1[Cl:15] |f:0.1|. Procedure details: 2-Methyl-3,4,5-trichloroisothiazolium methylsulfate (10.7 g) thiourea (2.6 g) were added to 100 ml of ethanol at room temperature. After stirring overnight the product which had precipitated from solution was collected by filtration and recrystallized from ethanol to yield 5.3 g (78%) of 4,5-dichloro-2-methyl-4-isothiazolin-3-thione, mp 143-144. The reactants are NC=1C=C(CNC(=O)C=2NC3=CC=C(C=C3C2S(=O)(=O)C2=CC=CC=C2)Cl)C=CC1 (N-(3-aminobenzyl) 3-phenylsulfonyl-5-chloroindole-2-carboxamide), C(C)(=O)OC(C)=O (acetic anhydride). Solvent: O (water), O1CCCC1 (tetrahydrofuran). Run at time 16 hour. Yields the product C(C)(=O)NC=1C=C(CNC(=O)C=2NC3=CC=C(C=C3C2S(=O)(=O)C2=CC=CC=C2)Cl)C=CC1 (N-(3-acetylaminobenzyl)-3-phenylsulfonyl-5-chloroindole-2-carboxamide). As a reaction SMILES: [NH2:1][C:2]1[CH:3]=[C:4]([CH:28]=[CH:29][CH:30]=1)[CH2:5][NH:6][C:7]([C:9]1[NH:10][C:11]2[C:16]([C:17]=1[S:18]([C:21]1[CH:26]=[CH:25][CH:24]=[CH:23][CH:22]=1)(=[O:20])=[O:19])=[CH:15][C:14]([Cl:27])=[CH:13][CH:12]=2)=[O:8].[C:31](OC(=O)C)(=[O:33])[CH3:32]>O1CCCC1.O>[C:31]([NH:1][C:2]1[CH:3]=[C:4]([CH:28]=[CH:29][CH:30]=1)[CH2:5][NH:6][C:7]([C:9]1[NH:10][C:11]2[C:16]([C:17]=1[S:18]([C:21]1[CH:26]=[CH:25][CH:24]=[CH:23][CH:22]=1)(=[O:19])=[O:20])=[CH:15][C:14]([Cl:27])=[CH:13][CH:12]=2)=[O:8])(=[O:33])[CH3:32]. Procedure: A solution of N-(3-aminobenzyl) 3-phenylsulfonyl-5-chloroindole-2-carboxamide (Examplle 41) (176 mg, 0.4 mmol) in dry tetrahydrofuran (7 mL) containing acetic anhydride (0.05 mL, 0.5 mmol) was stirred at room temperature for 16 hours. The reaction was diluted with water and extracted with ethyl acetate. The organic layer was dried (Na2SO4), filtered through charcoal, and the solvents evaporated. The residue was triturated with methylene chloride and the solid collected by filtration to give the ... Reactants: OC1=C(C=C(C=C1)/C=C/C(=O)C1=C(C=C(OCC2CCN(CC2)C(=O)OC(C)(C)C)C=C1)C)C ((E)-tert-butyl 4-((4-(3-(4-hydroxy-3-methylphenyl)acryloyl)-3-methylphenoxy)methyl)piperidine-1-carboxylate), Cl (HCl), NC(=O)N (urea). Run in dioxanes. Reaction conditions: temperature 110 celsius. Yields the product OC1=C(C=C(C=C1)C1=NC(NC(=C1)C1=C(C=C(C=C1)OCC1CCNCC1)C)=O)C (4-(4-hydroxy-3-methylphenyl)-6-(2-methyl-4-(piperidin-4-ylmethoxy)phenyl)pyrimidin-2(1H)-one). Isolated yield 6.9%. Reaction SMILES: [OH:1][C:2]1[CH:7]=[CH:6][C:5](/[CH:8]=[CH:9]/[C:10]([C:12]2[CH:32]=[CH:31][C:15]([O:16][CH2:17][CH:18]3[CH2:23][CH2:22][N:21](C(OC(C)(C)C)=O)[CH2:20][CH2:19]3)=[CH:14][C:13]=2[CH3:33])=O)=[CH:4][C:3]=1[CH3:34].Cl.[NH2:36][C:37]([NH2:39])=[O:38]>>[OH:1][C:2]1[CH:7]=[CH:6][C:5]([C:8]2[CH:9]=[C:10]([C:12]3[CH:32]=[CH:31][C:15]([O:16][CH2:17][CH:18]4[CH2:19][CH2:20][NH:21][CH2:22][CH2:23]4)=[CH:14][C:13]=3[CH3:33])[NH:39][C:37](=[O:38])[N:36]=2)=[CH:4][C:3]=1[CH3:34]. Reported procedure: To a sealed pressure vessel was added (E)-tert-butyl 4-((4-(3-(4-hydroxy-3-methylphenyl)acryloyl)-3-methylphenoxy)methyl)piperidine-1-carboxylate (100 mg, 0.215 mmol), 4N HCl in dioxanes (2.0 mL), and urea (64 mg, 1.07 mmol). The pressure vessel was sealed and heated to 110° C. overnight. The reaction was then cooled to rt, concentrated via rotary evaporation and purified via preparatory HPLC (5-85% AmAc) to give 4-(4-hydroxy-3-methylphenyl)-6-(2-methyl-4-(piperidin-4-ylmethoxy)phenyl)pyrimidin-... The reactants are COCCC1=C(C=CC=C1)S(=O)(=O)NC(C)(C)C (2-(2-Methoxyethyl)-N-(1,1-dimethylethyl)benzenesulfonamide). The solvent is FC(C(=O)O)(F)F (trifluoroacetic acid). Product: COCCC1=C(C=CC=C1)S(=O)(=O)N (2-(2-methoxyethyl)benzenesulfonamide). The yield is 39.6%. Reaction SMILES: [CH3:1][O:2][CH2:3][CH2:4][C:5]1[CH:10]=[CH:9][CH:8]=[CH:7][C:6]=1[S:11]([NH:14]C(C)(C)C)(=[O:13])=[O:12]>FC(F)(F)C(O)=O>[CH3:1][O:2][CH2:3][CH2:4][C:5]1[CH:10]=[CH:9][CH:8]=[CH:7][C:6]=1[S:11]([NH2:14])(=[O:13])=[O:12]. Reported procedure: A solution of the crude ether from Example 2 (35.0 g) and 80 ml trifluoroacetic acid was stirred at room temperature for 16 hours. The trifluoroacetic acid was removed in vacuo and methylene chloride added to the residue. The organic phase was washed twice with cold saturated sodium bicarbonate, once with water and dried (Na2SO4). Concentration gave a viscous brown oil which was triturated with hexane. The resulting sticky solid was recrystallized from chloroform/hexane (1:1) to provide 11.0 g o...